describe an organic reaction: reactants, conditions, products, and yield From a dataset of the Open Reaction Database (ORD), a public repository of structured organic reaction records. Yields the product CC1(C)CC(SCc2ccccc2)=NO1. The reactants are O=C([O-])[O-], SCc1ccccc1, CN(C)C=O, CC1(C)CC(Cl)=NO1, [K+], [K+], O. RXN SMILES: [C:9](=[O:10])([O-:11])[O-:12].[CH2:1]([c:2]1[cH:3][cH:4][cH:5][cH:6][cH:7]1)[SH:8].[CH3:24][N:25]([CH3:26])[CH:27]=[O:28].[Cl:15][C:16]1=[N:17][O:18][C:19]([CH3:21])([CH3:22])[CH2:20]1.[K+:13].[K+:14].[OH2:23]>>[CH2:1]([c:2]1[cH:3][cH:4][cH:5][cH:6][cH:7]1)[S:8][C:16]1=[N:17][O:18][C:19]([CH3:21])([CH3:22])[CH2:20]1. As a reaction SMILES: [CH2:1]([O:3][C:4]([CH:6]1[C:12]2[NH:13][C:14]3[CH2:15][CH2:16][CH2:17][CH2:18][C:19]=3[C:11]=2[CH2:10][CH2:9][N:8]([C:20](=[O:28])[C:21]2[CH:26]=[CH:25][C:24]([F:27])=[CH:23][CH:22]=2)[CH2:7]1)=[O:5])[CH3:2].ClOC(C)(C)C.O>C(Cl)Cl>[CH2:1]([O:3][C:4]([C:6]1[C:12]2[NH:13][C:14]3[CH2:15][CH2:16][CH2:17][CH2:18][C:19]=3[C:11]=2[CH2:10][CH2:9][N:8]([C:20](=[O:28])[C:21]2[CH:26]=[CH:25][C:24]([F:27])=[CH:23][CH:22]=2)[CH:7]=1)=[O:5])[CH3:2]. The product is C(C)OC(=O)C1=CN(CCC2=C1NC=1CCCCC21)C(C2=CC=C(C=C2)F)=O (3-(4-fluoro-benzoyl)-1,2,3,6,7,8,9,10-octahydro-azepino[4,5-b]indole-5-carboxylic acid ethyl ester), material. Isolated yield 10.6%. Solvent: C(Cl)Cl (DCM), C(Cl)Cl (DCM). Procedure: To a solution of 3-(4-fluoro-benzoyl)-1,2,3,4,5,6,7,8,9,10-decahydro-azepino[4,5-b]indole-5-carboxylic acid ethyl ester (Example 6, 60 mg, 0.16 mmol) in DCM (2 mL) was added TEA (45 μL, 0.32 mmol) and a solution of tert-butyl hypochlorite (19.2 mL, 0.16 mmol) in DCM (1 mL) at 0° C. and the mixture was stirred for 0.5 h at 0° C. Cold water was added to quench the reaction mixture and the aqueous layer was separated and extracted with DCM. The combined organic layer was washed with water and dried... Starting materials: C(C)OC(=O)C1CN(CCC2=C1NC=1CCCCC21)C(C2=CC=C(C=C2)F)=O (3-(4-fluoro-benzoyl)-1,2,3,4,5,6,7,8,9,10-decahydro-azepino[4,5-b]indole-5-carboxylic acid ethyl ester), TEA, ClOC(C)(C)C (tert-butyl hypochlorite), O (water).